describe an organic reaction: reactants, conditions, products, and yield From a dataset of the Open Reaction Database (ORD), a public repository of structured organic reaction records. Reactants: ClC1=C(C=C2C(C(=CN(C2=N1)C1=NC=NS1)C(=O)OCC)=O)F (Ethyl 7-chloro-6-fluoro-1-(1,2,4-thiadiazol-5-yl)-1,4-dihydro-4-oxo-1,8-naphthyridine-3-carboxylate). Solvent: O1CCCC1 (tetrahydrofuran), c-HCl. Run at temperature 80 celsius, time 1.5 hour. Yields the product ClC1=C(C=C2C(C(=CN(C2=N1)C1=NC=NS1)C(=O)O)=O)F (7-Chloro-6-fluoro-1-(1,2,4-thiadiazol-5-yl)-1,4-dihydro-4-oxo-1,8-naphthyridine-3-carboxylic acid). RXN SMILES: [Cl:1][C:2]1[N:11]=[C:10]2[C:5]([C:6](=[O:22])[C:7]([C:17]([O:19]CC)=[O:18])=[CH:8][N:9]2[C:12]2[S:16][N:15]=[CH:14][N:13]=2)=[CH:4][C:3]=1[F:23]>O1CCCC1>[Cl:1][C:2]1[N:11]=[C:10]2[C:5]([C:6](=[O:22])[C:7]([C:17]([OH:19])=[O:18])=[CH:8][N:9]2[C:12]2[S:16][N:15]=[CH:14][N:13]=2)=[CH:4][C:3]=1[F:23]. Procedure: Compound No. 164 (1.1 g) obtained in Example 99 was dissolved in a mixture of tetrahydrofuran (40 ml) and c-HCl (10 ml). The solution was stirred at 80° C. for 1.5 hour. After the solvent was removed in vacuo, the precipitate was filtrated and washed with ethanol, ether and n-hexane. The title compound No. 165 was obtained as a slightly yellow solid. Starting materials: NC(C(=O)N(C(=O)OCc1ccccc1)C1CN(C(C(=O)O)c2cccs2)C1=O)c1ccccc1, CCOC(C)=O, CC#N, CO, O. As a reaction SMILES: [CH2:1]([O:2][C:3](=[O:4])[N:11]([C:12]([CH:13]([NH2:14])[c:15]1[cH:16][cH:17][cH:18][cH:19][cH:20]1)=[O:21])[CH:22]1[C:23](=[O:35])[N:24]([CH:26]([C:27](=[O:28])[OH:29])[c:30]2[s:31][cH:32][cH:33][cH:34]2)[CH2:25]1)[c:5]1[cH:6][cH:7][cH:8][cH:9][cH:10]1.[CH3:36][CH2:37][O:38][C:39](=[O:40])[CH3:41].[CH3:42][C:43]#[N:44].[CH3:46][OH:47].[OH2:45]>>[NH:11]([C:12]([CH:13]([NH2:14])[c:15]1[cH:16][cH:17][cH:18][cH:19][cH:20]1)=[O:21])[CH:22]1[C:23](=[O:35])[N:24]([CH:26]([C:27](=[O:28])[OH:29])[c:30]2[s:31][cH:32][cH:33][cH:34]2)[CH2:25]1. Product: NC(C(=O)NC1CN(C(C(=O)O)c2cccs2)C1=O)c1ccccc1.